Task: describe an organic reaction: reactants, conditions, products, and yield. Dataset: the Open Reaction Database (ORD), a public repository of structured organic reaction records As a reaction SMILES: [CH2:3]([C:4]#[C:5][CH3:6])[OH:7].[Cl-:23].[Cl:8][c:9]1[n:10][cH:11][n:12][c:13]([CH2:15][c:16]2[cH:17][cH:18][c:19]([F:22])[cH:20][cH:21]2)[cH:14]1.[H-:1].[NH4+:24].[Na+:2].[O:25]1[CH2:26][CH2:27][CH2:28][CH2:29]1>>[CH2:3]([C:4]#[C:5][CH3:6])[O:7][c:9]1[n:10][cH:11][n:12][c:13]([CH2:15][c:16]2[cH:17][cH:18][c:19]([F:22])[cH:20][cH:21]2)[cH:14]1. Yields the product CC#CCOc1cc(Cc2ccc(F)cc2)ncn1. The reactants are CC#CCO, [Cl-], Fc1ccc(Cc2cc(Cl)ncn2)cc1, [H-], [NH4+], [Na+], C1CCOC1.